From a dataset of the Open Reaction Database (ORD), a public repository of structured organic reaction records. describe an organic reaction: reactants, conditions, products, and yield Starting materials: resultant mixture, CS(=O)(=O)OCCCC1=C(C=C(C(=C1)F)F)F (3-(2,4,5-Trifluorophenyl)propyl Methanesulfonate), O (water), C(C)(C)(C)OC(=O)N1CCN(CC1)C=1C(NC=CN1)=O (3-(4-tert-butoxycarbonyl-1-piperazinyl)-2(1H)-pyrazinone), CC(C)(C)[O-].[K+] (t-BuOK). Solvent: C1CCOC1 (THF), CCOC(=O)C (EtOAc), C1CCOC1 (THF). Reaction conditions: time 10 minute. Yields the product FC1=C(C=C(C(=C1)F)F)CCCN1C(C(=NC=C1)N1CCN(CC1)C(=O)OC(C)(C)C)=O (1-[3-(2,4,5-Trifluorophenyl)propyl]-3-(4-tert-butoxycarbonyl-1-piperazinyl)-2(1H)-pyrazinone). The yield is 86.8%. As a reaction SMILES: [C:1]([O:5][C:6]([N:8]1[CH2:13][CH2:12][N:11]([C:14]2[C:15](=[O:20])[NH:16][CH:17]=[CH:18][N:19]=2)[CH2:10][CH2:9]1)=[O:7])([CH3:4])([CH3:3])[CH3:2].CC([O-])(C)C.[K+].CS(O[CH2:32][CH2:33][CH2:34][C:35]1[CH:40]=[C:39]([F:41])[C:38]([F:42])=[CH:37][C:36]=1[F:43])(=O)=O.O>C1COCC1.CCOC(C)=O>[F:43][C:36]1[CH:37]=[C:38]([F:42])[C:39]([F:41])=[CH:40][C:35]=1[CH2:34][CH2:33][CH2:32][N:16]1[CH:17]=[CH:18][N:19]=[C:14]([N:11]2[CH2:10][CH2:9][N:8]([C:6]([O:5][C:1]([CH3:4])([CH3:2])[CH3:3])=[O:7])[CH2:13][CH2:12]2)[C:15]1=[O:20] |f:1.2|. Procedure details: To a solution of 3-(4-tert-butoxycarbonyl-1-piperazinyl)-2(1H)-pyrazinone (obtained in Example 48, Step 1; 0.53 g, 1.91 mmol) in THF (10 mL) was added t-BuOK (0.21 g, 1.91 mmol) and the mixture was stirred at room temperature for 10 min. The resultant mixture was added dropwise to a solution of 3-(2,4,5-trifluorophenyl)propyl methanesulfonate (0.66 g, ˜2.1 mmol; from Step 3) in THF (10 mL). The mixture was stirred at 35° C. for 3 days. Then, the solution was cooled to 0° C. and water (20 mL) and... Starting materials: BrC1=CC(=C(C=C1)N1C(N(C2=CC3=C(N=CO3)C(=C21)F)S(=O)(=O)C2CC2)=O)Cl (5-(4-bromo-2-chlorophenyl)-7-(cyclopropylsulfonyl)-4-fluoro-5H-imidazo[4′,5′:4,5]benzo[1,2-d]oxazol-6(7H)-one), C[Si]([O-])(C)C.[K+] (potassium trimethylsilanolate). Run in C1CCOC1 (THF). Reaction conditions: time 1 hour. Product: FC1=C(C(=CC2=C1N=CO2)NS(=O)(=O)C2CC2)NC2=C(C=C(C=C2)Br)Cl (N-(4-fluoro-5-((4-bromo-2-chlorophenyl)amino)benzo[d]oxazol-6-yl)cyclopropanesulfonamide). Isolated yield 62.0%. RXN SMILES: [Br:1][C:2]1[CH:7]=[CH:6][C:5]([N:8]2[C:19]3[C:11](=[CH:12][C:13]4[O:17][CH:16]=[N:15][C:14]=4[C:18]=3[F:20])[N:10]([S:21]([CH:24]3[CH2:26][CH2:25]3)(=[O:23])=[O:22])C2=O)=[C:4]([Cl:28])[CH:3]=1.C[Si](C)(C)[O-].[K+]>C1COCC1>[F:20][C:18]1[C:14]2[N:15]=[CH:16][O:17][C:13]=2[CH:12]=[C:11]([NH:10][S:21]([CH:24]2[CH2:25][CH2:26]2)(=[O:22])=[O:23])[C:19]=1[NH:8][C:5]1[CH:6]=[CH:7][C:2]([Br:1])=[CH:3][C:4]=1[Cl:28] |f:1.2|. Procedure details: To a solution of 5-(4-bromo-2-chlorophenyl)-7-(cyclopropylsulfonyl)-4-fluoro-5H-imidazo[4′,5′:4,5]benzo[1,2-d]oxazol-6(7H)-one (100 mg, 0.21 mmol) in THF (10 mL) was added potassium trimethylsilanolate (40 mg, 0.31 mmol). After stirring at room temperature for 1 h, the reaction was quenched with saturated NH4Cl (aq.). The aqueous layer was extracted with ethyl acetate (10 mL×2). The combined organic phase was washed with brine (20 mL), dried over Na2SO4, filtered and concentrated in vacuo. The r... Reactants: CC(=O)c1cc(C=O)c(O)cc1O, CCO, [H][H]. Yields the product CC(=O)c1cc(CO)c(O)cc1O. Reaction SMILES: [C:1]([CH3:2])(=[O:3])[c:4]1[c:5]([OH:13])[cH:6][c:7]([OH:12])[c:8]([CH:9]=[O:10])[cH:11]1.[CH3:16][CH2:17][OH:18].[H:14][H:15]>>[C:1]([CH3:2])(=[O:3])[c:4]1[c:5]([OH:13])[cH:6][c:7]([OH:12])[c:8]([CH2:9][OH:10])[cH:11]1. Starting materials: C=CCc1cc(F)c(F)c(OC)c1, CC(=O)O, CCOC(C)=O, O=[O+][O-], O, O. The product is COc1cc(CC(=O)O)cc(F)c1F. RXN SMILES: [CH2:1]([CH:2]=[CH2:3])[c:4]1[cH:5][c:6]([O:12][CH3:13])[c:7]([F:11])[c:8]([F:10])[cH:9]1.[CH3:14][C:15]([OH:16])=[O:17].[CH3:22][CH2:23][O:24][C:25](=[O:26])[CH3:27].[O-:18][O+:19]=[O:20].[O:21].[OH2:28]>>[c:4]1([CH2:14][C:15]([OH:16])=[O:17])[cH:5][c:6]([O:12][CH3:13])[c:7]([F:11])[c:8]([F:10])[cH:9]1. The reactants are ClC=1C=CC(=C(C=O)C1)O (5-chloro-2-hydroxy-benzaldehyde), CCN(C(C)C)C(C)C (DIPEA), C(C)(C)(C)[Si](C)(C)Cl (tert-butyl-chloro-dimethyl-silane), ice water. The solvent is CN(C)C=O (DMF). Reaction conditions: time 1.5 hour. Product: C(C)(C)(C)[Si](OC1=C(C=O)C=C(C=C1)Cl)(C)C (2-(tert-butyl-dimethyl-silanyloxy)-5-chloro-benzaldehyde). RXN SMILES: [Cl:1][C:2]1[CH:3]=[CH:4][C:5]([OH:10])=[C:6]([CH:9]=1)[CH:7]=[O:8].CCN(C(C)C)C(C)C.[C:20]([Si:24](Cl)([CH3:26])[CH3:25])([CH3:23])([CH3:22])[CH3:21]>CN(C=O)C>[C:20]([Si:24]([CH3:26])([CH3:25])[O:10][C:5]1[CH:4]=[CH:3][C:2]([Cl:1])=[CH:9][C:6]=1[CH:7]=[O:8])([CH3:23])([CH3:22])[CH3:21]. Procedure: To a solution of 5-chloro-2-hydroxy-benzaldehyde (9.3 g) in DMF (45 mL) was added DIPEA (20 mL) and tert-butyl-chloro-dimethyl-silane (19 g). The mixture was stirred at room temperature for 1.5 h. Then the mixture was poured into ice water (200 mL), extracted with ether (2×100 mL). The combined organic layers were washed with brine, dried over Na2SO4. The solvent was removed to give the title compound which was used directly for next step. Reactants: CC(C)(C)OC(=O)N1CCC(C(=O)O)CC1, COc1cc2c(cc1OC)CNCC2, CN(C)c1ccncc1, C(=NC1CCCCC1)=NC1CCCCC1, NC(=O)NC1CCCCC1, ClCCl. Yields the product COc1cc2c(cc1OC)CN(C(=O)C1CCN(C(=O)OC(C)(C)C)CC1)CC2. Reaction SMILES: [C:16]([CH3:17])([CH3:18])([CH3:19])[O:20][C:21](=[O:22])[N:23]1[CH2:24][CH2:25][CH:26]([C:29](=[O:30])[OH:31])[CH2:27][CH2:28]1.[CH3:32][O:33][c:34]1[cH:35][c:36]2[c:41]([cH:42][c:43]1[O:44][CH3:45])[CH2:40][NH:39][CH2:38][CH2:37]2.[CH3:56][N:57]([c:58]1[cH:59][cH:60][n:61][cH:62][cH:63]1)[CH3:64].[CH:1]1([N:2]=[C:3]=[N:4][CH:5]2[CH2:6][CH2:7][CH2:8][CH2:9][CH2:10]2)[CH2:11][CH2:12][CH2:13][CH2:14][CH2:15]1.[CH:46]1([NH:47][C:48]([NH2:49])=[O:50])[CH2:51][CH2:52][CH2:53][CH2:54][CH2:55]1.[Cl:65][CH2:66][Cl:67]>>[C:16]([CH3:17])([CH3:18])([CH3:19])[O:20][C:21](=[O:22])[N:23]1[CH2:24][CH2:25][CH:26]([C:29](=[O:31])[N:39]2[CH2:38][CH2:37][c:36]3[cH:35][c:34]([O:33][CH3:32])[c:43]([O:44][CH3:45])[cH:42][c:41]3[CH2:40]2)[CH2:27][CH2:28]1.